describe an organic reaction: reactants, conditions, products, and yield From a dataset of the Open Reaction Database (ORD), a public repository of structured organic reaction records. The reactants are C(CCC)OC(=O)C(C(=C)C)N1C(C(C1SN1C(C=2C(C1=O)=CC=CC2)=O)NC(COC2=CC=CC=C2)=O)=O (1-(1-n-butyloxycarbonyl-2-methylprop-2-enyl)-3-phenoxyacetamido-4-phthalimidothio-azetidin-2-one), BrN1C(=O)N(C(=O)C1(C)C)Br (1,3-dibromo-5,5-dimethylhydantoin), C1C(C)O1 (propylene oxide). Run in ClCCCl (1,2-dichloroethane). The reagents and catalysts are [Hg] (mercury). Yield: 10.0%. Reported procedure: A mixture of 2.7 g (5 mmoles) of 1-(1-n-butyloxycarbonyl-2-methylprop-2-enyl)-3-phenoxyacetamido-4-phthalimidothio-azetidin-2-one, 200 ml of 1,2-dichloroethane, 1,4 g (5 mmoles ) of 1,3-dibromo-5,5-dimethylhydantoin and 3 ml of propylene oxide was irradiated under nitrogen for 3 hours at 14° C with a Hanovia TQ 150 mercury high pressure lamp using a Pyrex filter. After concentrating the reaction mixture, the residue was chromatographed over silica gel [toluene -ethyl acetate 5:1 (v/v)] to obtain... RXN SMILES: [CH2:1]([O:5][C:6]([CH:8]([N:12]1[CH:15]([S:16][N:17]2[C:21](=[O:22])[C:20]3=[CH:23][CH:24]=[CH:25][CH:26]=[C:19]3[C:18]2=[O:27])[CH:14]([NH:28][C:29](=[O:38])[CH2:30][O:31][C:32]2[CH:37]=[CH:36][CH:35]=[CH:34][CH:33]=2)[C:13]1=[O:39])[C:9]([CH3:11])=[CH2:10])=[O:7])[CH2:2][CH2:3][CH3:4].[Br:40]N1C(C)(C)C(=O)N(Br)C1=O.C1OC1C>[Hg].ClCCCl>[CH2:1]([O:5][C:6]([CH:8]([N:12]1[CH:15]([S:16][N:17]2[C:21](=[O:22])[C:20]3=[CH:23][CH:24]=[CH:25][CH:26]=[C:19]3[C:18]2=[O:27])[CH:14]([NH:28][C:29](=[O:38])[CH2:30][O:31][C:32]2[CH:33]=[CH:34][CH:35]=[CH:36][CH:37]=2)[C:13]1=[O:39])[C:9]([CH2:11][Br:40])=[CH2:10])=[O:7])[CH2:2][CH2:3][CH3:4]. The product is C(CCC)OC(=O)C(C(=C)CBr)N1C(C(C1SN1C(C=2C(C1=O)=CC=CC2)=O)NC(COC2=CC=CC=C2)=O)=O (1-(1-n-butyloxycarbonyl-2-bromomethylprop-2-enyl)-3-phenoxyacetamido-4-phthalimidothio-azetidin-2-one). Starting materials: ClC(CC(=O)C1=CC(=C(C(=C1)C(C)(C)C)O)C(C)(C)C)(C)C (3-chloro-1-(3,5-di-tert-butyl-4-hydroxyphenyl)-3-methylbutan-1one), CCOC(=O)C (EtOAc), Cl.NO (hydroxylamine hydrochloride), [OH-].[Na+] (NaOH). Solvent: CCO (EtOH), CCCCCC (hexane). Reaction conditions: temperature 50 celsius, time 3 hour. Yields the product C(C)(C)(C)C=1C=C(C=C(C1O)C(C)(C)C)C1=NOC(C1)(C)C (3-(3,5-di-tert-butyl-4-hydroxyphenyl)-4,5-dihydro-5,5-dimethylisoxazole). Reaction SMILES: Cl[C:2]([CH3:22])([CH3:21])[CH2:3][C:4]([C:6]1[CH:11]=[C:10]([C:12]([CH3:15])([CH3:14])[CH3:13])[C:9]([OH:16])=[C:8]([C:17]([CH3:20])([CH3:19])[CH3:18])[CH:7]=1)=O.Cl.[NH2:24][OH:25].[OH-].[Na+].CCOC(C)=O>CCO.CCCCCC>[C:17]([C:8]1[CH:7]=[C:6]([C:4]2[CH2:3][C:2]([CH3:22])([CH3:21])[O:25][N:24]=2)[CH:11]=[C:10]([C:12]([CH3:15])([CH3:14])[CH3:13])[C:9]=1[OH:16])([CH3:20])([CH3:19])[CH3:18] |f:1.2,3.4|. Procedure details: In a 5 L round bottom flask, equipped with magnetic stirrer and Ar inlet is placed a solution of (77.1 g, 0.24 mol) 3-chloro-1-(3,5-di-tert-butyl-4-hydroxyphenyl)-3-methylbutan-1one and hydroxylamine hydrochloride (20.1 g, 0.28 mol) in EtOH (2.2 L). To the stirred solution is added 2 N NaOH (119 mL,0.24 mol, 1.0 eq) dropwise over 15 min. A rapidly dissipating yellow color is observed on contact of the two solutions. After addition is complete, the reaction is heated at 50° C. The reaction is fol...